From a dataset of the Open Reaction Database (ORD), a public repository of structured organic reaction records. describe an organic reaction: reactants, conditions, products, and yield Starting materials: BrC=1C=C(C(=O)OC)C=CC1 (methyl 3-bromobenzoate), NC1=CC=C(C=C1)C(F)(F)F (4-aminobenzotrifluoride), methyl ester, Compound 7. The product is COC(C1=CC(=CC=C1)NC1=CC=C(C=C1)C(F)(F)F)=O (3-[N-(4-Trifluoromethylphenyl)amino]benzoic acid methyl ester). RXN SMILES: Br[C:2]1[CH:3]=[C:4]([CH:9]=[CH:10][CH:11]=1)[C:5]([O:7][CH3:8])=[O:6].[NH2:12][C:13]1[CH:18]=[CH:17][C:16]([C:19]([F:22])([F:21])[F:20])=[CH:15][CH:14]=1>>[CH3:8][O:7][C:5](=[O:6])[C:4]1[CH:9]=[CH:10][CH:11]=[C:2]([NH:12][C:13]2[CH:18]=[CH:17][C:16]([C:19]([F:20])([F:21])[F:22])=[CH:15][CH:14]=2)[CH:3]=1. Procedure details: Reaction of methyl 3-bromobenzoate with 4-aminobenzotrifluoride according to general procedure A provided methyl ester of Compound 7 as a white solid (86% yield). 1H NMR (CDCl3, 500 MHz): δ=7.82 (s, 1H), 7.71 (d, J=7.6 Hz, 1H), 7.50 (d, J=8.4 Hz, 2H), 7.40 (t, J=7.8 Hz, 1H), 7.33 (m, 1H), 7.08 (d, J=8.5 Hz, 2H), 6.11 (bs, 1H), 3.93 (s, 3H). 13C NMR (CDCl3, 125 MHz): δ=167.0, 146.3, 141.9, 131.8, 129.8, 127.0, 123.9, 120.5, 116.1, 52.5. The reactants are ClCCCBr, O=C([O-])[O-], Cc1cc2ccccc2n1-c1ccc(O)cc1, CCC(C)=O, [K+], [K+]. Yields the product Cc1cc2ccccc2n1-c1ccc(OCCCCl)cc1. RXN SMILES: [Br:18][CH2:19][CH2:20][CH2:21][Cl:22].[C:23](=[O:24])([O-:25])[O-:26].[CH3:1][c:2]1[n:3](-[c:11]2[cH:12][cH:13][c:14]([OH:17])[cH:15][cH:16]2)[c:4]2[cH:5][cH:6][cH:7][cH:8][c:9]2[cH:10]1.[CH3:29][C:30](=[O:31])[CH2:32][CH3:33].[K+:27].[K+:28]>>[CH3:1][c:2]1[n:3](-[c:11]2[cH:12][cH:13][c:14]([O:17][CH2:19][CH2:20][CH2:21][Cl:22])[cH:15][cH:16]2)[c:4]2[cH:5][cH:6][cH:7][cH:8][c:9]2[cH:10]1. The reactants are [Al+3], OCCC(C1CC1)C1CC1, [H-], [H-], [H-], [H-], [Li+], O, BrP(Br)Br. As a reaction SMILES: [Al+3:16].[CH:5]1([CH:8]([CH2:9][CH2:10][OH:11])[CH:12]2[CH2:13][CH2:14]2)[CH2:6][CH2:7]1.[H-:15].[H-:18].[H-:19].[H-:20].[Li+:17].[OH2:21].[P:1]([Br:2])([Br:3])[Br:4]>>[Br:2][CH2:10][CH2:9][CH:8]([CH:5]1[CH2:6][CH2:7]1)[CH:12]1[CH2:13][CH2:14]1. Yields the product BrCCC(C1CC1)C1CC1. The reactants are BrCC#N (bromoacetonitrile), C([O-])([O-])=O.[K+].[K+] (potassium carbonate), OC=1C(=C2C=CC(=CC2=CC1)CNC(=O)C1=C(OC2=C1C=CC=C2)CCCC)C2=CC=C(C=C2)C (2-butyl-benzofuran-3-carboxylic acid (6-hydroxy-5-p-tolyl-naphthalen-2-ylmethyl)-amide). The solvent is CN(C)C=O (DMF), C(C)(=O)OCC (ethyl acetate). Run at time 8 hour. The product is C(#N)COC=1C(=C2C=CC(=CC2=CC1)CNC(=O)C1=C(OC2=C1C=CC=C2)CCCC)C2=CC=C(C=C2)C (2-butyl-benzofuran-3-carboxylic acid (6-cyanomethoxy-5-p-tolyl-naphthalen-2-ylmethyl)-amide). Isolated yield 99.1%. Reaction SMILES: [OH:1][C:2]1[C:3]([C:29]2[CH:34]=[CH:33][C:32]([CH3:35])=[CH:31][CH:30]=2)=[C:4]2[C:9](=[CH:10][CH:11]=1)[CH:8]=[C:7]([CH2:12][NH:13][C:14]([C:16]1[C:20]3[CH:21]=[CH:22][CH:23]=[CH:24][C:19]=3[O:18][C:17]=1[CH2:25][CH2:26][CH2:27][CH3:28])=[O:15])[CH:6]=[CH:5]2.Br[CH2:37][C:38]#[N:39].C(=O)([O-])[O-].[K+].[K+]>CN(C=O)C.C(OCC)(=O)C>[C:38]([CH2:37][O:1][C:2]1[C:3]([C:29]2[CH:30]=[CH:31][C:32]([CH3:35])=[CH:33][CH:34]=2)=[C:4]2[C:9](=[CH:10][CH:11]=1)[CH:8]=[C:7]([CH2:12][NH:13][C:14]([C:16]1[C:20]3[CH:21]=[CH:22][CH:23]=[CH:24][C:19]=3[O:18][C:17]=1[CH2:25][CH2:26][CH2:27][CH3:28])=[O:15])[CH:6]=[CH:5]2)#[N:39] |f:2.3.4|. Procedure details: A mixture of 2-butyl-benzofuran-3-carboxylic acid (6-hydroxy-5-p-tolyl-naphthalen-2-ylmethyl)-amide (252 mg, 0.54 mmol), prepared in the previous step, bromoacetonitrile (55 μL, 0.81 mmol) and potassium carbonate (378 mg, 2.73 mmol) in 15 mL of DMF was stirred under nitrogen at room temperature for 19 h (overnight). The reaction was diluted with ethyl acetate, extracted multiple times with water, dried (MgSO4) and the solvent removed under reduced presure to give 2-butyl-benzofuran-3-carboxylic ... Reactants: BrC1=C(C=C(C=C1C)[N+](=O)[O-])C (2-bromo-1,3-dimethyl-5-nitro-benzene), palladium tetrakis triphenylphosphine, FC(C1=CC=C(C=C1)B(O)O)(F)F (4-trifluoromethyl phenyl boronic acid), [F-].[K+] (potassium fluoride). Solvent: C1(=CC=CC=C1)C (toluene). The product is CC1=C(C(=CC(=C1)[N+](=O)[O-])C)C1=CC=C(C=C1)C(F)(F)F (2,6-Dimethyl-4-nitro-4′-trifluoromethyl-biphenyl). The yield is 53.6%. RXN SMILES: Br[C:2]1[C:7]([CH3:8])=[CH:6][C:5]([N+:9]([O-:11])=[O:10])=[CH:4][C:3]=1[CH3:12].[F:13][C:14]([F:25])([F:24])[C:15]1[CH:20]=[CH:19][C:18](B(O)O)=[CH:17][CH:16]=1.[F-].[K+]>C1(C)C=CC=CC=1>[CH3:12][C:3]1[CH:4]=[C:5]([N+:9]([O-:11])=[O:10])[CH:6]=[C:7]([CH3:8])[C:2]=1[C:18]1[CH:19]=[CH:20][C:15]([C:14]([F:25])([F:24])[F:13])=[CH:16][CH:17]=1 |f:2.3|. Reported procedure: To a solution of 2-bromo-1,3-dimethyl-5-nitro-benzene (1 g, 4.3 mmol) in toluene (20 mL) is added palladium tetrakis triphenylphosphine (0.5 g, 0.43 mmol), 4-trifluoromethyl phenyl boronic acid (1.65 g, 8.7 mmol), and potassium fluoride (0.75 g, 12.9 mmol). The reaction is purged with nitrogen three times and heated to reflux under nitrogen. At the reflux temperature, water (5 mL) is added to the reaction and the reaction is allowed to reflux under nitrogen. The reaction is monitored by HPLC, an... Reactants: COC1=C(CO)C=CC(=C1OC)OC (2,3,4-trimethoxybenzyl alcohol), ice water, C1(=CC=CC=C1)C (toluene), N1=CC=CC=C1 (pyridine), P(Br)(Br)Br (phosphorus tribromide), C1(=CC=CC=C1)C (toluene). Solvent: CCOCC (ether). Reaction conditions: temperature 4 celsius, time 45 minute. Yields the product COC1=C(CBr)C=CC(=C1OC)OC (2,3,4-Trimethoxybenzyl bromide). RXN SMILES: [CH3:1][O:2][C:3]1[C:10]([O:11][CH3:12])=[C:9]([O:13][CH3:14])[CH:8]=[CH:7][C:4]=1[CH2:5]O.C1(C)C=CC=CC=1.N1C=CC=CC=1.P(Br)(Br)[Br:29]>CCOCC>[CH3:1][O:2][C:3]1[C:10]([O:11][CH3:12])=[C:9]([O:13][CH3:14])[CH:8]=[CH:7][C:4]=1[CH2:5][Br:29]. Reported procedure: 2.04 g (10 mmol) of 2,3,4-trimethoxybenzyl alcohol in 30 ml of abs. toluene are treated with 0.258 ml (0.32 equivalents) of pyridine, and the solution is cooled down to approximately 4° C. using ice-water. 0.951 ml of phosphorus tribromide in 5 ml of abs. toluene is added dropwise, at this temperature and over the period of 30 min, to this solution, which is left to stir at this temperature for a further 45 min. The reaction mixture is diluted with ether and the whole is poured onto ice-water, w... Starting materials: 3(b), O[C@H](C)C1C(NC1C(=O)OCC1=CC=CC=C1)=O (benzyl 3-[(R)-1-hydroxyethyl]-2-oxoazetidine-4-carboxylate). Reagents/catalysts: [Pd] (palladium-on-carbon). Run in CO (methanol). Product: O[C@H](C)C1C(NC1C(=O)O)=O (3-[(R)-1-Hydroxyethyl]-2-oxoazetidine-4-carboxylic acid). As a reaction SMILES: [OH:1][C@@H:2]([CH:4]1[CH:7]([C:8]([O:10]CC2C=CC=CC=2)=[O:9])[NH:6][C:5]1=[O:18])[CH3:3]>CO.[Pd]>[OH:1][C@@H:2]([CH:4]1[CH:7]([C:8]([OH:10])=[O:9])[NH:6][C:5]1=[O:18])[CH3:3]. Reported procedure: 3(b) 500 mg of the benzyl 3-[(R)-1-hydroxyethyl]-2-oxoazetidine-4-carboxylate (prepared as described in above) were dissolved in 5 ml of methanol, and the mixture was hydrogenated in the presence of 100 mg of a 0% w/w palladium-on-carbon catalyst at room temperature for 2 hours. At the end of this time, the catalyst was removed by filtration. The filtrate was concentrated by evaporation under reduced pressure, to give 310 mg of the title compound as a colorless oil. The reactants are CCOC(=O)C=C1SC(c2ccccc2)N(CCC(C)C)C1=O, CO, Cl, [Na+], [OH-]. Yields the product CC(C)CCN1C(=O)C(=CC(=O)O)SC1c1ccccc1. RXN SMILES: [CH2:1]([CH2:2][CH:3]([CH3:4])[CH3:5])[N:6]1[CH:7]([c:18]2[cH:19][cH:20][cH:21][cH:22][cH:23]2)[S:8][C:9](=[CH:12][C:13](=[O:14])[O:15][CH2:16][CH3:17])[C:10]1=[O:11].[CH3:27][OH:28].[ClH:26].[Na+:25].[OH-:24]>>[CH2:1]([CH2:2][CH:3]([CH3:4])[CH3:5])[N:6]1[CH:7]([c:18]2[cH:19][cH:20][cH:21][cH:22][cH:23]2)[S:8][C:9](=[CH:12][C:13](=[O:14])[OH:15])[C:10]1=[O:11]. The reactants are C(C)(=O)Cl (acetyl chloride), O (water), [H-].[Na+] (Sodium hydride), C(C)OC(=O)C=1C=C2C(=C(NC2=CC1)C)C (2,3-dimethylindole-5-carboxylic acid ethyl ester). The solvent is CN(C=O)C (N,N-dimethylformamide), CN(C=O)C (N,N-dimethylformamide). Conditions: time 30 minute. The product is C(C)OC(=O)C=1C=C2C(=C(N(C2=CC1)C(C)=O)C)C (1-acetyl-2,3-dimethylindole-5-carboxylic acid ethyl ester). The yield is 29.2%. RXN SMILES: [H-].[Na+].[CH2:3]([O:5][C:6]([C:8]1[CH:9]=[C:10]2[C:14](=[CH:15][CH:16]=1)[NH:13][C:12]([CH3:17])=[C:11]2[CH3:18])=[O:7])[CH3:4].[C:19](Cl)(=[O:21])[CH3:20].O>CN(C)C=O>[CH2:3]([O:5][C:6]([C:8]1[CH:9]=[C:10]2[C:14](=[CH:15][CH:16]=1)[N:13]([C:19](=[O:21])[CH3:20])[C:12]([CH3:17])=[C:11]2[CH3:18])=[O:7])[CH3:4] |f:0.1|. Reported procedure: Sodium hydride (0.8 g of 50% dispersion in mineral oil) was added portionwise to a stirred solution of 2,3-dimethylindole-5-carboxylic acid ethyl ester (3.50 g) in dry N,N-dimethylformamide (25 ml) and the mixture was stirred at room temperature for 30 minutes and then cooled to 0°. A solution of acetyl chloride (1.27 g) in dry N,N-dimethylformamide (2.5 ml) was added dropwise with stirring over 2 minutes. The resulting mixture was stirred at room temperature for 3 hours and then poured into wat... Reactants: CCOCC (Ether), NC1=NC(=CC(=N1)C)C (2-amino-4,6-dimethylpyrimidine), CO.ClCCl (methanol dichloromethane), C1(=C(C(=CC(=C1)C)C)S(=O)(=O)ON)C (O-(Mesitylenesulfonyl)hydroxylamine). The solvent is ClCCl (dichloromethane). Product: C1(=C(C(=CC(=C1)C)C)S(=O)(=O)[O-])C.N[N+]1=C(N=C(C=C1C)C)N (1,2-Diamino-4,6-dimethylpyrimidinium mesitylene-2-sulfonate). Reaction SMILES: [C:1]1([CH3:14])[CH:6]=[C:5]([CH3:7])[CH:4]=[C:3]([CH3:8])[C:2]=1[S:9]([O:12][NH2:13])(=[O:11])=[O:10].[NH2:15][C:16]1[N:21]=[C:20]([CH3:22])[CH:19]=[C:18]([CH3:23])[N:17]=1.CO.ClCCl.CCOCC>ClCCl>[C:1]1([CH3:14])[CH:6]=[C:5]([CH3:7])[CH:4]=[C:3]([CH3:8])[C:2]=1[S:9]([O-:12])(=[O:11])=[O:10].[NH2:13][N+:17]1[C:18]([CH3:23])=[CH:19][C:20]([CH3:22])=[N:21][C:16]=1[NH2:15] |f:2.3,6.7|. Procedure: O-(Mesitylenesulfonyl)hydroxylamine containing ca. 18% water (3.03 g, 2.56 g dry wt., ca. 11.9 mmole) was dissolved in dichloromethane (15 mL) and dried over Na2SO4 and filtered. This was added dropwise to a solution of 2-amino-4,6-dimethylpyrimidine (1 g, 8.12 mmole) in 1:6 methanol-dichloromethane (10.5 mL) in an ice bath with stirring. Stirring was continued at 4 C overnight. Ether (20 mL) was added and the mixture was stirred at 4 C for 3 hr. The crude product was filtered out and dried (2.5...